Dataset: the Open Reaction Database (ORD), a public repository of structured organic reaction records. Task: describe an organic reaction: reactants, conditions, products, and yield Reactants: C(O)([O-])=O.[Na+] (sodium hydrogencarbonate), C(C1=CC=CC=C1)N1CCC(CC1)=O (1-Benzyl-4-piperidone), NC=1C=C2C=NNC2=CC1 (5-aminoindazole), C(C)(=O)O (acetic acid). Run in CO (methanol). Conditions: time 18 hour. Product: C(C1=CC=CC=C1)N1CCC(CC1)NC=1C=C2C=NNC2=CC1 (N-(1-Benzyl-4-piperidyl)-N-(1H-5-indazolyl)amine). The yield is 97.3%. As a reaction SMILES: [CH2:1]([N:8]1[CH2:13][CH2:12][C:11](=O)[CH2:10][CH2:9]1)[C:2]1[CH:7]=[CH:6][CH:5]=[CH:4][CH:3]=1.[NH2:15][C:16]1[CH:17]=[C:18]2[C:22](=[CH:23][CH:24]=1)[NH:21][N:20]=[CH:19]2.C(O)(=O)C.C(=O)([O-])O.[Na+]>CO>[CH2:1]([N:8]1[CH2:13][CH2:12][CH:11]([NH:15][C:16]2[CH:17]=[C:18]3[C:22](=[CH:23][CH:24]=2)[NH:21][N:20]=[CH:19]3)[CH2:10][CH2:9]1)[C:2]1[CH:7]=[CH:6][CH:5]=[CH:4][CH:3]=1 |f:3.4|. Procedure: 1-Benzyl-4-piperidone (635 mg), 5-aminoindazole (532 mg), and acetic acid (0.20 ml) were dissolved in methanol (10 ml), and a borane-pyridine complex (0.51 ml) was added dropwise to the solution at room temperature. The reaction mixture was stirred at room temperature for 18 hr. A saturated aqueous sodium hydrogencarbonate solution (10 ml) was then added thereto, and the mixture was extracted with chloroform-propanol (3/1). The organic layer was dried over anhydrous sodium sulfate, and the solve...